From a dataset of the Open Reaction Database (ORD), a public repository of structured organic reaction records. describe an organic reaction: reactants, conditions, products, and yield Conditions: time 12 hour. Reported procedure: Methyl 7-amino-2,3-dihydrobenzofuran-4-carboxylate 1g (2.30 g, 11.90 mmol) was dissolved in 80 mL of the mixture solvent of methanol and tetrahydrofuran (V/V=1:1) followed by the addition of a 1 M solution of lithium hydroxide solution (47.6 mL, 47.60 mmol) in tetrahydrofuran. The reaction solution was heated to reflux for 5 hours, then cooled down to room temperature, stirred for 12 hours. The reaction solution was added with 20 mL of water and concentrated under reduced pressure. The resulting... Product: NC=1C=CC(=C2CCOC21)C(=O)O (7-amino-2,3-dihydrobenzofuran-4-carboxylic acid). Solvent: O1CCCC1 (tetrahydrofuran), mixture, CO (methanol), O1CCCC1 (tetrahydrofuran). The yield is 79.7%. Reaction SMILES: [NH2:1][C:2]1[CH:3]=[CH:4][C:5]([C:11]([O:13]C)=[O:12])=[C:6]2[C:10]=1[O:9][CH2:8][CH2:7]2.[OH-].[Li+].O>CO.O1CCCC1>[NH2:1][C:2]1[CH:3]=[CH:4][C:5]([C:11]([OH:13])=[O:12])=[C:6]2[C:10]=1[O:9][CH2:8][CH2:7]2 |f:1.2|. The reactants are O (water), solution, [OH-].[Li+] (lithium hydroxide), NC=1C=CC(=C2CCOC21)C(=O)OC (methyl 7-amino-2,3-dihydrobenzofuran-4-carboxylate). Starting materials: CI (methyl iodide), CO (Methanol), [H-].[Na+] (Sodium hydride), CC1=CC=C(CNS(=O)(=O)C2=CC=CC=C2)C=C1 (N-4-methylbenzyl phenylsulphonamide), [H-].[Na+] (sodium hydride). Solvent: C1CCOC1 (THF). Reaction conditions: temperature 0 celsius, time 16 hour. Product: CN(S(=O)(=O)C1=CC=CC=C1)CC1=CC=C(C=C1)C (N-Methyl-N-4-methylbenzyl phenylsulphonamide). As a reaction SMILES: [H-].[Na+].[CH3:3][C:4]1[CH:20]=[CH:19][C:7]([CH2:8][NH:9][S:10]([C:13]2[CH:18]=[CH:17][CH:16]=[CH:15][CH:14]=2)(=[O:12])=[O:11])=[CH:6][CH:5]=1.[CH3:21]I.CO>C1COCC1>[CH3:21][N:9]([CH2:8][C:7]1[CH:6]=[CH:5][C:4]([CH3:3])=[CH:20][CH:19]=1)[S:10]([C:13]1[CH:18]=[CH:17][CH:16]=[CH:15][CH:14]=1)(=[O:11])=[O:12] |f:0.1|. Procedure: Sodium hydride (80% dispersion in oil) (0.24 g, 10 mmol) was added to a stirred solution of N-4-methylbenzyl phenylsulphonamide (2.47 g, 10 mmol) in dry THF (50 mi) under argon. After 1.5 h the grey solid of sodium hydride disappeared and a white precipitate formed. The mixture was cooled to 0° C. and treated with methyl iodide (0.62 ml, 10 mmol). The reaction was allowed to warm to ambient temperature and stirred or 16 h. Methanol (1 ml) was added and the reaction mixture evaporated to dryness.... Starting materials: Cc1ccc(C(=O)NC2CC2)cc1-n1ccnc(NCc2cccc(CNC(=O)O)c2)c1=O, ClCCl, O=C(O)C(F)(F)F. The product is Cc1ccc(C(=O)NC2CC2)cc1-n1ccnc(NCc2cccc(CN)c2)c1=O. RXN SMILES: [CH:1]1([NH:4][C:5](=[O:6])[c:7]2[cH:8][cH:9][c:10]([CH3:33])[c:11](-[n:13]3[c:14](=[O:32])[c:15]([NH:19][CH2:20][c:21]4[cH:22][c:23]([CH2:27][NH:28][C:29](=[O:30])[OH:31])[cH:24][cH:25][cH:26]4)[n:16][cH:17][cH:18]3)[cH:12]2)[CH2:2][CH2:3]1.[Cl:41][CH2:42][Cl:43].[OH:34][C:35]([C:36]([F:37])([F:38])[F:39])=[O:40]>>[CH:1]1([NH:4][C:5](=[O:6])[c:7]2[cH:8][cH:9][c:10]([CH3:33])[c:11](-[n:13]3[c:14](=[O:32])[c:15]([NH:19][CH2:20][c:21]4[cH:22][c:23]([CH2:27][NH2:28])[cH:24][cH:25][cH:26]4)[n:16][cH:17][cH:18]3)[cH:12]2)[CH2:2][CH2:3]1. The reactants are Cc1ccc(S(=O)(=O)OCC2C=Cc3ccc(F)c(-c4ccccc4Cl)c3O2)cc1, CCO, CCOC(C)=O, O=[Pt]=O. Product: Cc1ccc(S(=O)(=O)OCC2CCc3ccc(F)c(-c4ccccc4Cl)c3O2)cc1. RXN SMILES: [CH3:1][c:2]1[cH:3][cH:4][c:5]([S:8](=[O:9])(=[O:10])[O:11][CH2:12][CH:13]2[O:14][c:15]3[c:16](-[c:24]4[c:25]([Cl:30])[cH:26][cH:27][cH:28][cH:29]4)[c:17]([F:23])[cH:18][cH:19][c:20]3[CH:21]=[CH:22]2)[cH:6][cH:7]1.[CH3:31][CH2:32][OH:33].[CH3:34][CH2:35][O:36][C:37](=[O:38])[CH3:39].[Pt:40](=[O:41])=[O:42]>>[CH3:1][c:2]1[cH:3][cH:4][c:5]([S:8](=[O:9])(=[O:10])[O:11][CH2:12][CH:13]2[O:14][c:15]3[c:16](-[c:24]4[c:25]([Cl:30])[cH:26][cH:27][cH:28][cH:29]4)[c:17]([F:23])[cH:18][cH:19][c:20]3[CH2:21][CH2:22]2)[cH:6][cH:7]1. Starting materials: COC(=O)c1ccccc1CBr, CCOC(C)=O, Cc1ccccc1, CCCCCC, [K+], [K+], O=C([O-])[O-], NCc1ccc(Oc2ccccc2)cc1. Product: O=C1c2ccccc2CN1Cc1ccc(Oc2ccccc2)cc1. Reaction SMILES: [CH3:1][O:2][C:3]([c:4]1[c:5]([CH2:10][Br:11])[cH:6][cH:7][cH:8][cH:9]1)=[O:12].[CH3:34][CH2:35][O:36][C:37](=[O:38])[CH3:39].[CH3:40][c:41]1[cH:42][cH:43][cH:44][cH:45][cH:46]1.[CH3:47][CH2:48][CH2:49][CH2:50][CH2:51][CH3:52].[K+:28].[K+:29].[O-:30][C:31]([O-:32])=[O:33].[O:13]([c:14]1[cH:15][cH:16][cH:17][cH:18][cH:19]1)[c:20]1[cH:21][cH:22][c:23]([CH2:24][NH2:25])[cH:26][cH:27]1>>[C:3]1(=[O:12])[c:4]2[c:5]([cH:6][cH:7][cH:8][cH:9]2)[CH2:10][N:25]1[CH2:24][c:23]1[cH:22][cH:21][c:20]([O:13][c:14]2[cH:15][cH:16][cH:17][cH:18][cH:19]2)[cH:27][cH:26]1.